Dataset: the Open Reaction Database (ORD), a public repository of structured organic reaction records. Task: describe an organic reaction: reactants, conditions, products, and yield The reactants are Cl (HCl), [OH-].[Na+] (NaOH), CO (methanol), C(C)OC(=O)C1=C(SC=C1C1=C(C(=CC=C1)Cl)Cl)N1C(C2=CC=CC=C2C1=O)=O (4-(2,3-dichlorophenyl)-2-(1,3-dioxo-1,3-dihydroisoindol-2-yl)-thiophene-3-carboxylic acid ethyl ester). Solvent: O (H2O), O (water). The product is ClC1=C(C=CC=C1Cl)C=1C(=C(SC1)N1C(C2=CC=CC=C2C1=O)=O)C(=O)O (4-(2,3-Dichlorophenyl)-2-(1,3-dioxo-1,3-dihydroisoindol-2-yl)-thiophene-3-carboxylic acid). Reaction SMILES: [OH-].[Na+].CO.C([O:7][C:8]([C:10]1[C:14]([C:15]2[CH:20]=[CH:19][CH:18]=[C:17]([Cl:21])[C:16]=2[Cl:22])=[CH:13][S:12][C:11]=1[N:23]1[C:31](=[O:32])[C:30]2[C:25](=[CH:26][CH:27]=[CH:28][CH:29]=2)[C:24]1=[O:33])=[O:9])C.Cl>O>[Cl:22][C:16]1[C:17]([Cl:21])=[CH:18][CH:19]=[CH:20][C:15]=1[C:14]1[C:10]([C:8]([OH:9])=[O:7])=[C:11]([N:23]2[C:24](=[O:33])[C:25]3[C:30](=[CH:29][CH:28]=[CH:27][CH:26]=3)[C:31]2=[O:32])[S:12][CH:13]=1 |f:0.1|. Procedure details: To a solution of NaOH (1.4 mmol) in a 1:1 mixture of methanol:H2O (6 mL) is added 4-(2,3-dichlorophenyl)-2-(1,3-dioxo-1,3-dihydroisoindol-2-yl)-thiophene-3-carboxylic acid ethyl ester (0.7 mmol, Example 25, Part C). The mixture is heated to reflux for 90 min, then diluted with water (12 mL), chilled in an ice bath, and acidified with concentrated HCl. The product that precipitates is collected by filtration, washed with water, and dried, affording the desired compound.